From a dataset of the Open Reaction Database (ORD), a public repository of structured organic reaction records. describe an organic reaction: reactants, conditions, products, and yield Reactants: COC(C1=CC=C(C=C1)C(C)(O)P(=O)(OC)OC)=O (4-[1-(Dimethoxy-phosphoryl)-1-hydroxy-ethyl]-benzoic acid methyl ester), CCN(CC)S(F)(F)F (DAST). Reaction conditions: temperature -78 celsius. Product: COC(C1=CC=C(C=C1)C(CF)P(=O)(OC)OC)=O (4-[1-(Dimethoxy-phosphoryl)-fluoro-ethyl]-benzoic acid methyl ester). Reaction SMILES: [CH3:1][O:2][C:3](=[O:19])[C:4]1[CH:9]=[CH:8][C:7]([C:10]([P:13]([O:17][CH3:18])([O:15][CH3:16])=[O:14])(O)[CH3:11])=[CH:6][CH:5]=1.CCN(S(F)(F)[F:26])CC>>[CH3:1][O:2][C:3](=[O:19])[C:4]1[CH:9]=[CH:8][C:7]([CH:10]([P:13]([O:17][CH3:18])([O:15][CH3:16])=[O:14])[CH2:11][F:26])=[CH:6][CH:5]=1. Procedure details: 4-[1-(Dimethoxy-phosphoryl)-1-hydroxy-ethyl]-benzoic acid methyl ester (0.60 g, 2.08 mmol) was added over 30 minutes to a stirring solution of DAST (1M in CH2Cl2) cooled to −78° C. under a dry nitrogen environment. The mixture was warmed to ambient temperature and stirred. After stirring for 90 minutes the reaction mixture was carefully quenched with ethanol containing pyridine (pyr: twice volume of DAST). After stirring for 30 mins the mixture was poured into ice cold water and extracted into D... Reactants: ClC=1C=C(C=C(C1)Cl)N(C(=O)N([C@@H]1CN(C[C@H]1C1=CC=C(C=C1)F)C(=O)OC1=CC=C(C=C1)[N+](=O)[O-])C)C (4-nitrophenyl (3S,4R)-3-{[(3,5-dichlorophenyl)(methyl)carbamoyl](methyl)amino}-4-(4-fluorophenyl)pyrrolidine-1-carboxylate), CS(=O)(=O)N1CCNCC1 (1-(methylsulfonyl)piperazine), O (water). The solvent is CN1C(CCC1)=O (1-methyl-2-pyrrolidone). The product is ClC=1C=C(C=C(C1)Cl)N(C(=O)N(C)[C@@H]1CN(C[C@H]1C1=CC=C(C=C1)F)C(=O)N1CCN(CC1)S(=O)(=O)C)C (1-(3,5-dichlorophenyl)-3-[(3S,4R)-4-(4-fluorophenyl)-1-{[4-(methylsulfonyl)piperazin-1-yl]carbonyl}pyrrolidin-3-yl]-1,3-dimethylurea). The yield is 49.4%. Reaction SMILES: [Cl:1][C:2]1[CH:3]=[C:4]([N:9]([CH3:38])[C:10]([N:12]([CH3:37])[C@H:13]2[C@H:17]([C:18]3[CH:23]=[CH:22][C:21]([F:24])=[CH:20][CH:19]=3)[CH2:16][N:15]([C:25]([O:27]C3C=CC([N+]([O-])=O)=CC=3)=O)[CH2:14]2)=[O:11])[CH:5]=[C:6]([Cl:8])[CH:7]=1.[CH3:39][S:40]([N:43]1[CH2:48][CH2:47][NH:46][CH2:45][CH2:44]1)(=[O:42])=[O:41].O>CN1CCCC1=O>[Cl:8][C:6]1[CH:5]=[C:4]([N:9]([CH3:38])[C:10]([N:12]([C@H:13]2[C@H:17]([C:18]3[CH:19]=[CH:20][C:21]([F:24])=[CH:22][CH:23]=3)[CH2:16][N:15]([C:25]([N:46]3[CH2:47][CH2:48][N:43]([S:40]([CH3:39])(=[O:42])=[O:41])[CH2:44][CH2:45]3)=[O:27])[CH2:14]2)[CH3:37])=[O:11])[CH:3]=[C:2]([Cl:1])[CH:7]=1. Procedure: A solution of the compound (0.31 g) obtained in Example 419 and 1-(methylsulfonyl)piperazine (0.14 g) in 1-methyl-2-pyrrolidone (5 mL) was stirred at 110° C. for 24 hr and at 135° C. for 14 hr. The reaction mixture was poured into water, and extracted twice with ethyl acetate. The extract was washed with saturated aqueous ammonium chloride solution and saturated brine, dried and concentrated. The residue was purified by silica gel column chromatography (solvent gradient; 75→100% ethyl acetate/he... The reactants are C(C)C(C(=O)Cl)C(=O)Cl (Ethyl malonyl chloride), C1(=CC=CC=C1)C(=O)C(O)C1=CC=CC=C1 (benzoin), N1=CC=CC=C1 (pyridine), 4-dimethyl-aminopyridine, C(C)(=O)[O-].[NH4+] (ammonium acetate). Run in C(Cl)Cl (CH2Cl2), C(Cl)Cl (CH2Cl2), C(C)(=O)O (acetic acid). Run at temperature 10 celsius, time 2 hour. The product is C1(=CC=CC=C1)C=1N=C(OC1C1=CC=CC=C1)CC(=O)OCC (ethyl 4,5-diphenyl-2-oxazoleacetate). The yield is 61.4%. RXN SMILES: C([CH:3](C(Cl)=O)[C:4](Cl)=[O:5])C.[C:10]1([C:16]([CH:18]([C:20]2[CH:25]=[CH:24][CH:23]=[CH:22][CH:21]=2)O)=[O:17])[CH:15]=[CH:14][CH:13]=[CH:12][CH:11]=1.[N:26]1[CH:31]=[CH:30][CH:29]=CC=1.C([O-])(=[O:34])C.[NH4+]>C(Cl)Cl.C(O)(=O)C>[C:20]1([C:18]2[N:26]=[C:31]([CH2:30][C:29]([O:5][CH2:4][CH3:3])=[O:34])[O:17][C:16]=2[C:10]2[CH:15]=[CH:14][CH:13]=[CH:12][CH:11]=2)[CH:25]=[CH:24][CH:23]=[CH:22][CH:21]=1 |f:3.4|. Reported procedure: Ethyl malonyl chloride (25.68 g, 0.17 mol) was added dropwise to a stirred solution of benzoin (32.90 g, 0.155 mol), pyridine (13.53 g, 0.17 mol) and 4-dimethyl-aminopyridine (catalytic quantity) in CH2Cl2 (300 mL) maintained at about 10° C. with an ice-water bath. The mixture was stirred for about 30 minutes at about 10° C. and about 2 hours at room temperature before being concentrated in vacuo. Glacial acetic acid (600 mL) and ammonium acetate (59.68 g, 0.775 mol) were added to the residue an... Reactants: CC(C)(C)OC(=O)C=P(c1ccccc1)(c1ccccc1)c1ccccc1, CN(C)C=O, C1CCOC1, CC(C)c1csc(COc2ccn3c(=O)c(C=O)c(O)nc3c2)n1. Yields the product CC(C)c1csc(COc2ccn3c(=O)c(C=CC(=O)OC(C)(C)C)c(O)nc3c2)n1. Reaction SMILES: [C:30]([CH3:31])([CH3:32])([CH3:33])[O:34][C:35](=[O:36])[CH:37]=[P:38]([c:39]1[cH:40][cH:41][cH:42][cH:43][cH:44]1)([c:45]1[cH:46][cH:47][cH:48][cH:49][cH:50]1)[c:51]1[cH:52][cH:53][cH:54][cH:55][cH:56]1.[CH3:25][N:26]([CH3:27])[CH:28]=[O:29].[O:57]1[CH2:58][CH2:59][CH2:60][CH2:61]1.[OH:1][c:2]1[n:3][c:4]2[n:5]([c:6](=[O:10])[c:7]1[CH:8]=[O:9])[cH:11][cH:12][c:13]([O:15][CH2:16][c:17]1[s:18][cH:19][c:20]([CH:22]([CH3:23])[CH3:24])[n:21]1)[cH:14]2>>[OH:1][c:2]1[n:3][c:4]2[n:5]([c:6](=[O:10])[c:7]1[CH:8]=[CH:37][C:35]([O:34][C:30]([CH3:31])([CH3:32])[CH3:33])=[O:36])[cH:11][cH:12][c:13]([O:15][CH2:16][c:17]1[s:18][cH:19][c:20]([CH:22]([CH3:23])[CH3:24])[n:21]1)[cH:14]2.